From a dataset of the Open Reaction Database (ORD), a public repository of structured organic reaction records. describe an organic reaction: reactants, conditions, products, and yield Reactants: O=C(OOC(=O)c1ccccc1)c1ccccc1, ClC(Cl)(Cl)Cl, ClCCl, COC(=O)c1c(C)c(=O)c2ccc(C(F)(F)F)nc2n1-c1ccccc1, O=C1CCC(=O)N1Br. Yields the product COC(=O)c1c(CBr)c(=O)c2ccc(C(F)(F)F)nc2n1-c1ccccc1. RXN SMILES: [C:35]([O:36][O:37][C:38](=[O:39])[c:40]1[cH:41][cH:42][cH:43][cH:44][cH:45]1)(=[O:46])[c:47]1[cH:48][cH:49][cH:50][cH:51][cH:52]1.[C:53]([Cl:54])([Cl:55])([Cl:56])[Cl:57].[CH2:58]([Cl:59])[Cl:60].[CH3:1][O:2][C:3](=[O:4])[c:5]1[n:6](-[c:21]2[cH:22][cH:23][cH:24][cH:25][cH:26]2)[c:7]2[n:8][c:9]([C:17]([F:18])([F:19])[F:20])[cH:10][cH:11][c:12]2[c:13](=[O:16])[c:14]1[CH3:15].[O:27]=[C:28]1[N:29]([Br:34])[C:30](=[O:31])[CH2:32][CH2:33]1>>[CH3:1][O:2][C:3](=[O:4])[c:5]1[n:6](-[c:21]2[cH:22][cH:23][cH:24][cH:25][cH:26]2)[c:7]2[n:8][c:9]([C:17]([F:18])([F:19])[F:20])[cH:10][cH:11][c:12]2[c:13](=[O:16])[c:14]1[CH2:15][Br:34]. Reactants: CCO, CCOC(=O)c1cc2cc([N+](=O)[O-])ccc2[nH]1, [Na+], [OH-]. The product is O=C(O)c1cc2cc([N+](=O)[O-])ccc2[nH]1. RXN SMILES: [CH3:20][CH2:21][OH:22].[N+:1](=[O:2])([O-:3])[c:4]1[cH:5][c:6]2[cH:7][c:8]([C:13](=[O:14])[O:15][CH2:16][CH3:17])[nH:9][c:10]2[cH:11][cH:12]1.[Na+:19].[OH-:18]>>[N+:1](=[O:2])([O-:3])[c:4]1[cH:5][c:6]2[cH:7][c:8]([C:13](=[O:14])[OH:15])[nH:9][c:10]2[cH:11][cH:12]1. Starting materials: ClC1=C(C=CC=C1Cl)C(C)=O (2′,3′-dichloroacetophenone), C(#N)CC(=O)OCC (ethyl cyanoacetate), C(#N)CC(=O)OCC (ethyl cyanoacetate), C(C)(=O)[O-].[NH4+] (ammonium acetate). Solvent: C1=CC=CC=C1 (benzene), C(C)(=O)O (acetic acid), C(C)(=O)OCC (ethyl acetate), C(C)(=O)O (acetic acid). Conditions: time 10 hour. The product is C(C)OC(C(=C(C)C1=C(C(=CC=C1)Cl)Cl)C#N)=O (2-cyano-3-(2,3-dichlorophenyl)-but-2-enoic acid ethyl ester). As a reaction SMILES: [Cl:1][C:2]1[C:7]([Cl:8])=[CH:6][CH:5]=[CH:4][C:3]=1[C:9](=O)[CH3:10].[C:12]([CH2:14][C:15]([O:17][CH2:18][CH3:19])=[O:16])#[N:13].C([O-])(=O)C.[NH4+]>C(OCC)(=O)C.C(O)(=O)C.C1C=CC=CC=1>[CH2:18]([O:17][C:15](=[O:16])[C:14]([C:12]#[N:13])=[C:9]([C:3]1[CH:4]=[CH:5][CH:6]=[C:7]([Cl:8])[C:2]=1[Cl:1])[CH3:10])[CH3:19] |f:2.3|. Reported procedure: A mixture of 2′,3′-dichloroacetophenone (50 mmol), ethyl cyanoacetate (50 mmol), acetic acid (1.14 mL) ammonium acetate (400 mg), and benzene (50 mL) is heated to reflux in a Dean-Stark apparatus. After approximately 10 hours, additional ethyl cyanoacetate (50 mmol), acetic acid (1.14 mL), and ammonium acetate (400 mg) are added. After an additional 10 hours, the reaction is cooled to room temperature, diluted with ethyl acetate (30 mL), washed with water (240 mL), brine (40 mL), and dried (Na2S...